Task: describe an organic reaction: reactants, conditions, products, and yield. Dataset: the Open Reaction Database (ORD), a public repository of structured organic reaction records Reactants: O=C([O-])O, CN(C#N)c1ccc(OCc2ccccc2)cc1, Cc1cccc(O)c1, Cl, Nc1ccccc1-c1ccccc1, [Na+], O. The product is CN(C(=N)Nc1ccccc1-c1ccccc1)c1ccc(OCc2ccccc2)cc1. RXN SMILES: [C:34](=[O:35])([OH:36])[O-:37].[CH3:1][N:2]([C:3]#[N:4])[c:5]1[cH:6][cH:7][c:8]([O:11][CH2:12][c:13]2[cH:14][cH:15][cH:16][cH:17][cH:18]2)[cH:9][cH:10]1.[CH3:39][c:40]1[cH:41][c:42]([OH:43])[cH:44][cH:45][cH:46]1.[ClH:19].[NH2:20][c:21]1[c:22](-[c:27]2[cH:28][cH:29][cH:30][cH:31][cH:32]2)[cH:23][cH:24][cH:25][cH:26]1.[Na+:38].[OH2:33]>>[CH3:1][N:2]([C:3](=[NH:4])[NH:20][c:21]1[c:22](-[c:27]2[cH:28][cH:29][cH:30][cH:31][cH:32]2)[cH:23][cH:24][cH:25][cH:26]1)[c:5]1[cH:6][cH:7][c:8]([O:11][CH2:12][c:13]2[cH:14][cH:15][cH:16][cH:17][cH:18]2)[cH:9][cH:10]1. The reactants are O=C(CCCCCBr)CCCCCCCCCC (6-oxohexadecyl bromide), NC1=CC=C(C(=O)OCC)C=C1 (ethyl 4-aminobenzoate), CN(P(=O)(N(C)C)N(C)C)C (hexamethylphosphoramide). Solvent: O (water). Product: O=C(CCCCCNC1=CC=C(C(=O)OCC)C=C1)CCCCCCCCCC (ethyl 4-(6-oxohexadecylamino)benzoate). Reaction SMILES: [O:1]=[C:2]([CH2:9][CH2:10][CH2:11][CH2:12][CH2:13][CH2:14][CH2:15][CH2:16][CH2:17][CH3:18])[CH2:3][CH2:4][CH2:5][CH2:6][CH2:7]Br.[NH2:19][C:20]1[CH:30]=[CH:29][C:23]([C:24]([O:26][CH2:27][CH3:28])=[O:25])=[CH:22][CH:21]=1.CN(C)P(N(C)C)(N(C)C)=O>O>[O:1]=[C:2]([CH2:9][CH2:10][CH2:11][CH2:12][CH2:13][CH2:14][CH2:15][CH2:16][CH2:17][CH3:18])[CH2:3][CH2:4][CH2:5][CH2:6][CH2:7][NH:19][C:20]1[CH:21]=[CH:22][C:23]([C:24]([O:26][CH2:27][CH3:28])=[O:25])=[CH:29][CH:30]=1. Reported procedure: A solution of 15 g. of 6-oxohexadecyl bromide and 15.6 g. of ethyl 4-aminobenzoate in 60 ml. of hexamethylphosphoramide is stirred at 120° C. for 18 hours, allowed to cool, and diluted with water. The mixture is filtered and the resulting solid is dissolved in methylene chloride. The solution is washed with diluted hydrochloric acid, dried, and evaporated to yield a brown solid. Crystallization from ethanol yields ethyl 4-(6-oxohexadecylamino)benzoate as a white solid. Reactants: COC=1C=C2C(=C(N(C(C2=CC1OC)=O)N1CCOCC1)C(=O)OC)C1=CC(=C(C(=C1)OC)OC)OC (6,7-dimethoxy-3-methoxycarbonyl-2-morpholino-4-(3,4,5-trimethoxyphenyl)-1(2H)-isoquinolinone), Cl (hydrochloric acid), O1CCOCC1 (dioxane), O (water). The solvent is C(Cl)(Cl)Cl (chloroform). The product is COC=1C=C2C(=C(N(C(C2=CC1OC)=O)N1CCOCC1)C(=O)OC)C1=CC(=C(C(=C1)OC)O)OC (6,7-dimethoxy-4-(3,5-dimethoxy-4-hydroxyphenyl)-3-methoxycarbonyl-2-morpholino-1(2H)-isoquinolinone). The yield is 41.9%. As a reaction SMILES: [CH3:1][O:2][C:3]1[CH:4]=[C:5]2[C:10](=[CH:11][C:12]=1[O:13][CH3:14])[C:9](=[O:15])[N:8]([N:16]1[CH2:21][CH2:20][O:19][CH2:18][CH2:17]1)[C:7]([C:22]([O:24][CH3:25])=[O:23])=[C:6]2[C:26]1[CH:31]=[C:30]([O:32][CH3:33])[C:29]([O:34]C)=[C:28]([O:36][CH3:37])[CH:27]=1.Cl.O1CCOCC1.O>C(Cl)(Cl)Cl>[CH3:1][O:2][C:3]1[CH:4]=[C:5]2[C:10](=[CH:11][C:12]=1[O:13][CH3:14])[C:9](=[O:15])[N:8]([N:16]1[CH2:17][CH2:18][O:19][CH2:20][CH2:21]1)[C:7]([C:22]([O:24][CH3:25])=[O:23])=[C:6]2[C:26]1[CH:31]=[C:30]([O:32][CH3:33])[C:29]([OH:34])=[C:28]([O:36][CH3:37])[CH:27]=1. Procedure details: A mixture of the compound obtained in Example 118 (1.3 g), conc.hydrochloric acid (15 ml) and dioxane (15 ml) is heated under reflux overnight. The reaction mixture is cooled to room temperature, and thereto are added water and chloroform. The extract is washed, dried, and concentrated under reduced pressure. The residue is purified by silica gel column chromatography (solvent; chloroform:acetone=50:1) to give 6,7-dimethoxy-4-(3,5-dimethoxy-4-hydroxyphenyl)-3-methoxycarbonyl-2-morpholino-1(2H)-i... Reactants: FC1=C2C(C(=CN(C2=CC=C1)CC=1C=C2C=NNC2=CC1)C(=O)OCC)=O (ethyl 5-fluoro-1-(1H-indazol-5-ylmethyl)-4-oxo-1,4-dihydroquinoline-3-carboxylate), CI (methyl iodide), [H-].[Na+] (sodium hydride). Run in CN(C=O)C (N,N-dimethylformamide). Run at temperature 0 celsius, time 10 minute. Product: FC1=C2C(C(=CN(C2=CC=C1)CC=1C=C2C=NN(C2=CC1)C)C(=O)O)=O (5-fluoro-1-[(1-methyl-1H-indazol-5-yl)methyl]-4-oxo-1,4-dihydroquinoline-3-carboxylic acid). Reaction SMILES: [F:1][C:2]1[CH:11]=[CH:10][CH:9]=[C:8]2[C:3]=1[C:4](=[O:27])[C:5]([C:22]([O:24]CC)=[O:23])=[CH:6][N:7]2[CH2:12][C:13]1[CH:14]=[C:15]2[C:19](=[CH:20][CH:21]=1)[NH:18][N:17]=[CH:16]2.[CH3:28]I.[H-].[Na+]>CN(C)C=O>[F:1][C:2]1[CH:11]=[CH:10][CH:9]=[C:8]2[C:3]=1[C:4](=[O:27])[C:5]([C:22]([OH:24])=[O:23])=[CH:6][N:7]2[CH2:12][C:13]1[CH:14]=[C:15]2[C:19](=[CH:20][CH:21]=1)[N:18]([CH3:28])[N:17]=[CH:16]2 |f:2.3|. Procedure: To a solution of ethyl 5-fluoro-1-(1H-indazol-5-ylmethyl)-4-oxo-1,4-dihydroquinoline-3-carboxylate (0.092 g, 0.25 mmol) in anhydrous N,N-dimethylformamide (0.8 mL) was added methyl iodide (0.10 mL, 1.60 mmol). The solution was cooled to 0° C. and sodium hydride (0.011 g, 0.28 mmol) was added. After stirring for 10 minutes at that temperature the reaction was quenched with water and 2 ml of a saturated aqueous lithium hydroxide solution was added. After stirring for 30 min, the solution was acidi...